The task is: describe an organic reaction: reactants, conditions, products, and yield. This data is from the Open Reaction Database (ORD), a public repository of structured organic reaction records. Reactants: [BH4-], CC(=O)c1cccc(Oc2ncccc2OCCCc2ccncc2)c1, CO, [Na+]. Yields the product CC(O)c1cccc(Oc2ncccc2OCCCc2ccncc2)c1. RXN SMILES: [BH4-:27].[C:1]([CH3:2])(=[O:3])[c:4]1[cH:5][c:6]([O:7][c:8]2[n:9][cH:10][cH:11][cH:12][c:13]2[O:14][CH2:15][CH2:16][CH2:17][c:18]2[cH:19][cH:20][n:21][cH:22][cH:23]2)[cH:24][cH:25][cH:26]1.[CH3:29][OH:30].[Na+:28]>>[CH:1]([CH3:2])([OH:3])[c:4]1[cH:5][c:6]([O:7][c:8]2[n:9][cH:10][cH:11][cH:12][c:13]2[O:14][CH2:15][CH2:16][CH2:17][c:18]2[cH:19][cH:20][n:21][cH:22][cH:23]2)[cH:24][cH:25][cH:26]1.